From a dataset of the Open Reaction Database (ORD), a public repository of structured organic reaction records. describe an organic reaction: reactants, conditions, products, and yield The reactants are C1(=CC=CC=C1)CCCN (3-phenylpropan-1-amine), C1N(CC2=CC=CC=C12)C(=O)NCCCCCC(=O)O (6-[(1,3-dihydro-2H-isoindol-2-ylcarbonyl)amino]hexanoic acid), C1N(CC2=CC=CC=C12)C(=O)NC1=CC=C(C(=O)O)C=C1 (4-(isoindoline-2-carboxamido)benzoic acid). Product: CC(CCNC(CCCCCNC(=O)N1CC2=CC=CC=C2C1)=O)C (N-{6-[(3-methylbutyl)amino]-6-oxohexyl}-1,3-dihydro-2H-isoindole-2-carboxamide). Reaction SMILES: C1(CCCN)C=CC=CC=1.[CH2:11]1[C:19]2[C:14](=[CH:15][CH:16]=[CH:17][CH:18]=2)[CH2:13][N:12]1[C:20]([NH:22][CH2:23][CH2:24][CH2:25][CH2:26][CH2:27][C:28]([OH:30])=O)=[O:21].[CH2:31]1[C:39]2[C:34](=[CH:35]C=CC=2)[CH2:33][N:32]1C(NC1C=CC(C(O)=O)=CC=1)=O>>[CH3:33][CH:34]([CH3:35])[CH2:39][CH2:31][NH:32][C:28](=[O:30])[CH2:27][CH2:26][CH2:25][CH2:24][CH2:23][NH:22][C:20]([N:12]1[CH2:11][C:19]2[C:14](=[CH:15][CH:16]=[CH:17][CH:18]=2)[CH2:13]1)=[O:21]. Procedure: The title compound was prepared as described in Example 1C, substituting 3-methylbutan-1-amine for 3-phenylpropan-1-amine and 6-[(1,3-dihydro-2H-isoindol-2-ylcarbonyl)amino]hexanoic acid for 4-(isoindoline-2-carboxamido)benzoic acid. 1H NMR (300 MHz, DMSO-d6) δ ppm 7.64-7.69 (m, 1H), 7.24-7.34 (m, 4H), 6.26 (t, J=5.5 Hz, 1H), 4.57 (s, 4H), 2.99-3.10 (m, 4H), 2.03 (t, J=7.3 Hz, 2H), 1.41-1.59 (m, 5H), 1.21-1.30 (m, 4H), 0.84 (d, J=6.6 Hz, 6H); MS (ESI(+)) m/e 346 (M+H)+. Starting materials: solid, C1(=CC=CC=C1)C1OC(=C(C1=O)C1=CC(=CC=C1)C(F)(F)F)N (2-phenyl-3-oxo-4-(3-trifluoromethylphenyl)-5-amino-2,3-dihydrofuran), S(=O)(=O)(OC)OC (dimethyl sulfate), [OH-].[Na+] (sodium hydroxide). The reagents and catalysts are [Cl-].C(C1=CC=CC=C1)[N+](CC)(CC)CC (benzyltriethyl ammonium chloride). The solvent is C(Cl)Cl (methylene chloride), O (water). Reaction conditions: time 2 hour. Product: C1(=CC=CC=C1)C1OC(=C(C1=O)C1=CC(=CC=C1)C(F)(F)F)NC (2-Phenyl-3-oxo-4-(-3-trifluoromethylphenyl)-5-methylamino-2,3-dihydrofuran). RXN SMILES: [OH-].[Na+].[C:3]1([CH:9]2[C:13](=[O:14])[C:12]([C:15]3[CH:20]=[CH:19][CH:18]=[C:17]([C:21]([F:24])([F:23])[F:22])[CH:16]=3)=[C:11]([NH2:25])[O:10]2)[CH:8]=[CH:7][CH:6]=[CH:5][CH:4]=1.S(OC)(O[CH3:30])(=O)=O>O.C(Cl)Cl.[Cl-].C([N+](CC)(CC)CC)C1C=CC=CC=1>[C:3]1([CH:9]2[C:13](=[O:14])[C:12]([C:15]3[CH:20]=[CH:19][CH:18]=[C:17]([C:21]([F:22])([F:23])[F:24])[CH:16]=3)=[C:11]([NH:25][CH3:30])[O:10]2)[CH:4]=[CH:5][CH:6]=[CH:7][CH:8]=1 |f:0.1,6.7|. Procedure: In this example about 1 g of solid sodium hydroxide in 4.0 ml of water was added to a mixture of 3 g of 2-phenyl-3-oxo-4-(3-trifluoromethylphenyl)-5-amino-2,3-dihydrofuran in 50 ml of methylene chloride at room temperature followed by the addition of 1.19 g of dimethyl sulfate and 0.21 g of benzyltriethyl ammonium chloride. The resulting two-phase mixture was stirred at room temperature for about two hours and then washed three times with water, dried over magnesium sulfate and then concentrated... Reactants: NC1=NC(=CC(=N1)Cl)Cl (2-amino-4,6-dichloropyrimidine), C(C)(=O)OC(C)=O (Acetic anhydride), C(C)(=O)OC(C)=O (acetic anhydride). Solvent: C(=O)O (formic acid). Reaction conditions: temperature 50 celsius, time 8 hour. Product: C(=O)NC1=NC(=CC(=N1)Cl)Cl (2-formamido-4,6-dichloropyrimidine). Yield: 77.0%. Reaction SMILES: [NH2:1][C:2]1[N:7]=[C:6]([Cl:8])[CH:5]=[C:4]([Cl:9])[N:3]=1.[C:10](OC(=O)C)(=[O:12])C>C(O)=O>[CH:10]([NH:1][C:2]1[N:7]=[C:6]([Cl:8])[CH:5]=[C:4]([Cl:9])[N:3]=1)=[O:12]. Reported procedure: A 250 ml. three necked flask was fitted with a mechanical stirrer, a thermometer, and a reflux condenser with drying tube. To the flask was charged 70 ml. of a 98% formic acid and 3.85 g (0.025 mole) of 2-amino-4,6-dichloropyrimidine as prepared in example 1. Acetic anhydride, 30 ml. was added slowly with stirring to maintain temperature below 50° C. When the addition of acetic anhydride was complete, the mixture was heated for 6 more hours at 50° C and then allowed to stand overnight at room te... Starting materials: COc1cccc(-c2ccc(CC(NC(=O)OCc3ccccc3)C(O)CC(Cc3ccccc3)NC(=O)C(N3CCN(Cc4ccccc4)C3=O)C(C)(C)C)cc2)n1, CO, Cl. Yields the product COc1cccc(-c2ccc(CC(N)C(O)CC(Cc3ccccc3)NC(=O)C(N3CCN(Cc4ccccc4)C3=O)C(C)(C)C)cc2)n1. As a reaction SMILES: [CH2:1]([c:2]1[cH:3][cH:4][cH:5][cH:6][cH:7]1)[N:8]1[C:9](=[O:59])[N:10]([CH:13]([C:14](=[O:15])[NH:16][CH:17]([CH2:18][CH:19]([CH:20]([CH2:21][c:22]2[cH:23][cH:24][c:25](-[c:28]3[n:29][c:30]([O:34][CH3:35])[cH:31][cH:32][cH:33]3)[cH:26][cH:27]2)[NH:36][C:37](=[O:38])[O:39][CH2:40][c:41]2[cH:42][cH:43][cH:44][cH:45][cH:46]2)[OH:47])[CH2:48][c:49]2[cH:50][cH:51][cH:52][cH:53][cH:54]2)[C:55]([CH3:56])([CH3:57])[CH3:58])[CH2:11][CH2:12]1.[CH3:61][OH:62].[ClH:60]>>[CH2:1]([c:2]1[cH:3][cH:4][cH:5][cH:6][cH:7]1)[N:8]1[C:9](=[O:59])[N:10]([CH:13]([C:14](=[O:15])[NH:16][CH:17]([CH2:18][CH:19]([CH:20]([CH2:21][c:22]2[cH:23][cH:24][c:25](-[c:28]3[n:29][c:30]([O:34][CH3:35])[cH:31][cH:32][cH:33]3)[cH:26][cH:27]2)[NH2:36])[OH:47])[CH2:48][c:49]2[cH:50][cH:51][cH:52][cH:53][cH:54]2)[C:55]([CH3:56])([CH3:57])[CH3:58])[CH2:11][CH2:12]1. The reactants are ClC=1C=CC(=C(C1)C1=CC=C(C=C1)CN(NC(=O)C1=CC(=NO1)C1=C(C=CC=C1)F)C[C@H](C(=O)O)O)F ((R)-3-{N-(5′-chloro-2′-fluorobiphenyl-4-ylmethyl)-N′-[3-(2-fluorophenyl)isoxazole-5-carbonyl]hydrazino}-2-hydroxy-propionic acid), O1CCOCC1 (1,4-dioxane), N1=CC=CC=C1 (pyridine), CCO (EtOH), [Li+].[OH-] (LiOH), O (water), CCO (EtOH), Cl (HCl), P(=O)(Cl)(Cl)Cl (phosphoryl chloride), CC(=O)C (acetone). Run at time 1 hour. Product: ClC=1C=CC(=C(C1)C1=CC=C(C=C1)CN(NC(=O)C1=CC(=NO1)C1=C(C=CC=C1)F)C[C@H](C(=O)O)OP(=O)(O)O)F ((R)-3-{N-(5′-Chloro-2′-fluorobiphenyl-4-ylmethyl)-N′-[3-(2-fluorophenyl)isoxazole-5-carbonyl]hydrazino}-2-phosphonooxypropionic Acid). As a reaction SMILES: [Cl:1][C:2]1[CH:3]=[CH:4][C:5]([F:37])=[C:6]([C:8]2[CH:13]=[CH:12][C:11]([CH2:14][N:15]([CH2:31][C@@H:32]([OH:36])[C:33]([OH:35])=[O:34])[NH:16][C:17]([C:19]3[O:23][N:22]=[C:21]([C:24]4[CH:29]=[CH:28][CH:27]=[CH:26][C:25]=4[F:30])[CH:20]=3)=[O:18])=[CH:10][CH:9]=2)[CH:7]=1.CCO.Cl.O1CCOCC1.N1C=CC=CC=1.[P:54](Cl)(Cl)(Cl)=[O:55].CC(C)=O.[Li+].[OH-:64].[OH2:65]>>[Cl:1][C:2]1[CH:3]=[CH:4][C:5]([F:37])=[C:6]([C:8]2[CH:13]=[CH:12][C:11]([CH2:14][N:15]([CH2:31][C@@H:32]([O:36][P:54]([OH:55])([OH:65])=[O:64])[C:33]([OH:35])=[O:34])[NH:16][C:17]([C:19]3[O:23][N:22]=[C:21]([C:24]4[CH:29]=[CH:28][CH:27]=[CH:26][C:25]=4[F:30])[CH:20]=3)=[O:18])=[CH:10][CH:9]=2)[CH:7]=1 |f:7.8|. Reported procedure: (R)-3-{N-(5′-chloro-2′-fluorobiphenyl-4-ylmethyl)-N′-[3-(2-fluorophenyl)isoxazole-5-carbonyl]hydrazino}-2-hydroxy-propionic acid (12.0 mg, 22.7 μmol) in EtOH (80 μL, 1.4 mmol) was combined with a solution of 4.0 M HCl in 1,4-dioxane (227 μL, 909 mmol), and the resulting mixture was stirred at room temperature for 1 hour. The solvent was removed in vacuo and the residue was dissolved in pyridine (20 μL, 250 mmol). The resulting solution was added to a solution of phosphoryl chloride (19 μL, 0.2 m...